This data is from the Open Reaction Database (ORD), a public repository of structured organic reaction records. The task is: describe an organic reaction: reactants, conditions, products, and yield Reactants: Cl.Cl.NC1=NC(=NC(=N1)C1=C(C=CC(=C1)Cl)Cl)N1CC(CC1)CN (2-Amino-4-(2,5-dichlorophenyl)-6-(3-aminomethyl-1-pyrrolidinyl)-1,3,5-triazine dihydrochloride), C([O-])([O-])=O.[K+].[K+] (potassium carbonate), CS(=O)(=O)Cl (methanesulfonyl chloride), free base. Run in C1CCOC1 (THF). The product is Cl.NC1=NC(=NC(=N1)C1=C(C=CC(=C1)Cl)Cl)N1CC(CC1)CNS(=O)(=O)C (2-Amino-4-(2,5-dichlorophenyl)-6-(3-methanesulfonylaminomethyl-1-pyrrolidinyl)-1,3,5-triazine hydrochloride). RXN SMILES: Cl.Cl.[NH2:3][C:4]1[N:9]=[C:8]([C:10]2[CH:15]=[C:14]([Cl:16])[CH:13]=[CH:12][C:11]=2[Cl:17])[N:7]=[C:6]([N:18]2[CH2:22][CH2:21][CH:20]([CH2:23][NH2:24])[CH2:19]2)[N:5]=1.C(=O)([O-])[O-].[K+].[K+].[CH3:31][S:32](Cl)(=[O:34])=[O:33]>C1COCC1>[ClH:16].[NH2:3][C:4]1[N:9]=[C:8]([C:10]2[CH:15]=[C:14]([Cl:16])[CH:13]=[CH:12][C:11]=2[Cl:17])[N:7]=[C:6]([N:18]2[CH2:22][CH2:21][CH:20]([CH2:23][NH:24][S:32]([CH3:31])(=[O:34])=[O:33])[CH2:19]2)[N:5]=1 |f:0.1.2,3.4.5,8.9|. Reported procedure: In 40 ml of THF was dissolved 2.1 g of the free base obtained by neutralizing the compound of Example 62, followed by addition of 0.94 g of potassium carbonate and 0.78 g of methanesulfonyl chloride. The mixture was reacted at room temperature for 20 hours. The THF was removed by concentration and the residue was diluted with water and extracted with chloroform. The extract was washed with water and dried and the chloroform was distilled off. The residue was purified by silica gel column chromat... Reactants: resultant mixture, Cl (hydrochloric acid), resultant solution, [N+](=O)([O-])C1=CC=C(CCN2CCC(CC2)N2CCC3=CC=CC=C23)C=C1 (1-[1-(4-Nitrophenethyl)piperidin-4-yl]indoline). The reagents and catalysts are [Pd] (palladium). The solvent is CO (methanol). The product is NC1=CC=C(CCN2CCC(CC2)N2CCC3=CC=CC=C23)C=C1 (1-[1-(4-aminophenethyl)piperidin-4-yl]indoline). Yield: 0.1%. RXN SMILES: [N+:1]([C:4]1[CH:26]=[CH:25][C:7]([CH2:8][CH2:9][N:10]2[CH2:15][CH2:14][CH:13]([N:16]3[C:24]4[C:19](=[CH:20][CH:21]=[CH:22][CH:23]=4)[CH2:18][CH2:17]3)[CH2:12][CH2:11]2)=[CH:6][CH:5]=1)([O-])=O.Cl>CO.[Pd]>[NH2:1][C:4]1[CH:5]=[CH:6][C:7]([CH2:8][CH2:9][N:10]2[CH2:11][CH2:12][CH:13]([N:16]3[C:24]4[C:19](=[CH:20][CH:21]=[CH:22][CH:23]=4)[CH2:18][CH2:17]3)[CH2:14][CH2:15]2)=[CH:25][CH:26]=1. Reported procedure: 1-[1-(4-Nitrophenethyl)piperidin-4-yl]indoline (780 g) was dissolved in methanol (7 ml) and conc. hydrochloric acid (0.5 ml) was added dropwise into the resultant solution. Subsequently, the resultant mixture was catalytically reduced under atmospheric pressure in the presence of a palladium catalyst. After filtering off the catalyst, a 1 N aqueous solution of sodium hydroxide was added to the filtrate followed by extraction with chloroform. The organic layer was washed with brine and dried over... Starting materials: CCOC(=O)c1sc(C(=O)c2ccc(COc3cccnc3)cc2-c2ccccc2)nc1CC, [Na+], [OH-]. Product: CCc1nc(C(=O)c2ccc(COc3cccnc3)cc2-c2ccccc2)sc1C(=O)O. As a reaction SMILES: [CH2:1]([CH3:2])[O:3][C:4](=[O:5])[c:6]1[c:7]([CH2:33][CH3:34])[n:8][c:9]([C:11]([c:12]2[c:13](-[c:26]3[cH:27][cH:28][cH:29][cH:30][cH:31]3)[cH:14][c:15]([CH2:18][O:19][c:20]3[cH:21][n:22][cH:23][cH:24][cH:25]3)[cH:16][cH:17]2)=[O:32])[s:10]1.[Na+:36].[OH-:35]>>[O:3]=[C:4]([OH:5])[c:6]1[c:7]([CH2:33][CH3:34])[n:8][c:9]([C:11]([c:12]2[c:13](-[c:26]3[cH:27][cH:28][cH:29][cH:30][cH:31]3)[cH:14][c:15]([CH2:18][O:19][c:20]3[cH:21][n:22][cH:23][cH:24][cH:25]3)[cH:16][cH:17]2)=[O:32])[s:10]1. Reactants: COC(C1=C(C=CC=C1)OCCOC1=CC=CC2=CC=CC=C12)=O (2-[2-(naphthalenyloxy) ethoxy]benzoic acid methyl ester), [OH-].[Na+] (NaOH). RXN SMILES: C[O:2][C:3](=[O:24])[C:4]1[CH:9]=[CH:8][CH:7]=[CH:6][C:5]=1[O:10][CH2:11][CH2:12][O:13][C:14]1[C:23]2[C:18](=[CH:19][CH:20]=[CH:21][CH:22]=2)[CH:17]=[CH:16][CH:15]=1.[OH-].[Na+]>CO.O1CCOCC1>[C:14]1([O:13][CH2:12][CH2:11][O:10][C:5]2[CH:6]=[CH:7][CH:8]=[CH:9][C:4]=2[C:3]([OH:24])=[O:2])[C:23]2[C:18](=[CH:19][CH:20]=[CH:21][CH:22]=2)[CH:17]=[CH:16][CH:15]=1 |f:1.2|. Yields the product C1(=CC=CC2=CC=CC=C12)OCCOC1=C(C(=O)O)C=CC=C1 (2-[2-(naphthalenyloxy)ethoxy]benzoic acid). The yield is 77.0%. Procedure: A solution of 1.6 g (3.15 mmol) of 3,5-bis[2-[2-(naphthalenyloxy) ethoxy]benzoic acid methyl ester and 15 mL (15 mmol) of 1N NaOH in 45 mL of methanol and 20 mL of dioxane was stirred at reflux for 2 hours. The usual workup followed by recrystallization from THF-ethyl acetate gave 1.2 g (77% yield, mp 205°-207°) of 3,5-bis[2-[2-(naphthalenyloxy)ethoxy]benzoic acid. Run in CO (methanol), O1CCOCC1 (dioxane). Starting materials: O (water), [OH-].[Na+] (sodium hydroxide), C(C)(=O)OCC=1C=C2C(=CN1)OC=C2 (Furo[2,3-c]pyridin-5-ylmethyl acetate). Run in O1CCOCC1 (1,4-dioxane). Run at time 18 hour. The product is O1C=CC=2C1=CN=C(C2)CO (Furo[2,3-c]pyridin-5-ylmethanol). The yield is 70.4%. RXN SMILES: C([O:4][CH2:5][C:6]1[CH:7]=[C:8]2[CH:14]=[CH:13][O:12][C:9]2=[CH:10][N:11]=1)(=O)C.O.[OH-].[Na+]>O1CCOCC1>[O:12]1[C:9]2=[CH:10][N:11]=[C:6]([CH2:5][OH:4])[CH:7]=[C:8]2[CH:14]=[CH:13]1 |f:2.3|. Procedure details: Also to yield the desired compound: Furo[2,3-c]pyridin-5-ylmethyl acetate (1.15 g, 6 mmol) was dissolved in 1,4-dioxane (30 ml) and water (10 ml) and treated with 2N sodium hydroxide solution (12 ml) and stirred at RT for 18 h. The mixture was then partitioned between ethyl acetate and water, the organic layer was dried and evaporated to dryness to provide the desired compound (0.63 g). Reactants: COC(=O)C1=CC=C(C(=O)NC2=CC=C(C(=O)N3CCCC4=CC=CC=C34)C=C2)C=C1 (1-[4-(4-methoxycarbonylbenzoylamino)benzoyl]-1,2,3,4-tetrahydroquinoline), [OH-].[Na+] (sodium hydroxide). Run in CO (methanol). Conditions: time 8 hour. Product: C(=O)(O)C1=CC=C(C(=O)NC2=CC=C(C(=O)N3CCCC4=CC=CC=C34)C=C2)C=C1 (1-[4-(4-carboxybenzoylamino)benzoyl]-1,2,3,4-tetrahydroquinoline). Yield: 82.8%. Reaction SMILES: C[O:2][C:3]([C:5]1[CH:31]=[CH:30][C:8]([C:9]([NH:11][C:12]2[CH:29]=[CH:28][C:15]([C:16]([N:18]3[C:27]4[C:22](=[CH:23][CH:24]=[CH:25][CH:26]=4)[CH2:21][CH2:20][CH2:19]3)=[O:17])=[CH:14][CH:13]=2)=[O:10])=[CH:7][CH:6]=1)=[O:4].[OH-].[Na+]>CO>[C:3]([C:5]1[CH:6]=[CH:7][C:8]([C:9]([NH:11][C:12]2[CH:29]=[CH:28][C:15]([C:16]([N:18]3[C:27]4[C:22](=[CH:23][CH:24]=[CH:25][CH:26]=4)[CH2:21][CH2:20][CH2:19]3)=[O:17])=[CH:14][CH:13]=2)=[O:10])=[CH:30][CH:31]=1)([OH:4])=[O:2] |f:1.2|. Reported procedure: To a solution of 1-[4-(4-methoxycarbonylbenzoylamino)benzoyl]-1,2,3,4-tetrahydroquinoline (0.5 g) in methanol (20 ml) is added 5% aqueous sodium hydroxide solution (10 ml) and the mixture is stirred at room temperature overnight. Methanol is distilled off under reduced pressure and the resulting residue is acidified with diluted aqueous hydrochloric acid solution. The precipitated crystal is collected by filtration to give 1-[4-(4-carboxybenzoylamino)benzoyl]-1,2,3,4-tetrahydroquinoline (0.4 g) ... Starting materials: ClC=1N=C(C2=C(N1)C(N(CC2)C(=O)OC(C)(C)C)CC#N)N2[C@H](COCC2)C (Tert-butyl 2-chloro-8-(cyanomethyl)-4-((S)-3-methylmorpholino)-5,6-dihydropyrido[3,4-d]pyrimidine-7(8H)-carboxylate), C(C)#N (Acetonitrile), C(C)(=O)[O-].[K+] (Potassium acetate), B(O)O (boronic acid), pinacol ester. Reagents/catalysts: C=1C=CC(=CC1)[P](C=2C=CC=CC2)(C=3C=CC=CC3)[Pd]([P](C=4C=CC=CC4)(C=5C=CC=CC5)C=6C=CC=CC6)([P](C=7C=CC=CC7)(C=8C=CC=CC8)C=9C=CC=CC9)[P](C=1C=CC=CC1)(C=1C=CC=CC1)C=1C=CC=CC1 (Tetrakis(triphenylphosphine)palladium(0)). Run in O (Water), O (water). Reaction conditions: temperature 90 celsius, time 8 hour. The product is C(#N)C[C@H]1N(CCC2=C1N=C(N=C2N2[C@H](COCC2)C)C2=CC=C(C=C2)NC(=O)NCC)C(=O)OC(C)(C)C ((R)-tert-butyl 8-(cyanomethyl)-2-(4-(3-ethylureido)phenyl)-4-((S)-3-methylmorpholino)-5,6-dihydropyrido[3,4-d]pyrimidine-7(8H)-carboxylate). Reaction SMILES: Cl[C:2]1[N:3]=[C:4]([N:22]2[CH2:27][CH2:26][O:25][CH2:24][C@@H:23]2[CH3:28])[C:5]2[CH2:11][CH2:10][N:9]([C:12]([O:14][C:15]([CH3:18])([CH3:17])[CH3:16])=[O:13])[CH:8]([CH2:19][C:20]#[N:21])[C:6]=2[N:7]=1.B(O)O.[C:32]([O-:35])(=O)C.[K+].[C:37](#[N:39])[CH3:38]>O.C1C=CC([P]([Pd]([P](C2C=CC=CC=2)(C2C=CC=CC=2)C2C=CC=CC=2)([P](C2C=CC=CC=2)(C2C=CC=CC=2)C2C=CC=CC=2)[P](C2C=CC=CC=2)(C2C=CC=CC=2)C2C=CC=CC=2)(C2C=CC=CC=2)C2C=CC=CC=2)=CC=1>[C:20]([CH2:19][C@@H:8]1[C:6]2[N:7]=[C:2]([C:8]3[CH:19]=[CH:20][C:37]([NH:39][C:32]([NH:3][CH2:4][CH3:5])=[O:35])=[CH:38][CH:6]=3)[N:3]=[C:4]([N:22]3[CH2:27][CH2:26][O:25][CH2:24][C@@H:23]3[CH3:28])[C:5]=2[CH2:11][CH2:10][N:9]1[C:12]([O:14][C:15]([CH3:18])([CH3:17])[CH3:16])=[O:13])#[N:21] |f:2.3,^1:44,46,65,84|. Procedure: Step 2—Synthesis of compounds xp1 and xp2: Tert-butyl 2-chloro-8-(cyanomethyl)-4-((S)-3-methylmorpholino)-5,6-dihydropyrido[3,4-d]pyrimidine-7(8H)-carboxylate (0.494 g, 0.00121 mol), [4-Ethylureido)phenyl]boronic acid, pinacol ester (0.471 g, 0.00162 mol), Tetrakis(triphenylphosphine)palladium(0) (0.1019 g, 8.818E-5 mol) Sodium carbonate (0.205 g, 0.00193 mol) and Potassium acetate (0.205 g, 0.00209 mol) were combined, nitrogen purged three times, added dry Acetonitrile (10.0 mL, 0.191 mol) foll...